describe an organic reaction: reactants, conditions, products, and yield From a dataset of the Open Reaction Database (ORD), a public repository of structured organic reaction records. Starting materials: [OH-].[K+] (KOH), OCC(CC)(CO)CO (1,1,1-Tris(hydroxymethyl)propane), C1CCOC1 (THF), C(C=C)Br (allyl bromide), mono-allylsubstituted 1,1,1-Tris(hydroxymethyl)propane. Reagents/catalysts: [Br-].C(CCC)[N+](CCCC)(CCCC)CCCC (tetrabutyl ammonium bromide). Solvent: C(C)(=O)OCC (ethyl acetate), hexanes. Reaction conditions: time 24 hour. Product: CCC(CO)(CO)COCC=C (trimethylolpropane allyl ether). Yield: 90.0%. As a reaction SMILES: [OH:1][CH2:2][C:3]([CH2:8][OH:9])([CH2:6][OH:7])[CH2:4][CH3:5].[CH2:10]1[CH2:14]OC[CH2:11]1.[OH-].[K+].C(Br)C=C>[Br-].C([N+](CCCC)(CCCC)CCCC)CCC.C(OCC)(=O)C>[CH3:5][CH2:4][C:3]([CH2:8][O:9][CH2:14][CH:10]=[CH2:11])([CH2:6][OH:7])[CH2:2][OH:1] |f:2.3,5.6|. Procedure details: 1,1,1-Tris(hydroxymethyl)propane (trimethylolpropane) (13.20 g, 110 mmol) (Sigma-Aldrich) and 250 mL of THF were mixed in a 500-mL 3-neck round bottom flask with condensor. KOH (64.5 g 1.01 mol 3.0 equiv. per OH), and tetrabutyl ammonium bromide (TBAB) (0.345 g, 0.923 mol) (Sigma-Aldrich) were added via powder funnel, followed by addition of allyl bromide, (80.0 g, 0.923 mol, 3.0 equiv. per OH) via a 125-mL addition funnel over 10 mins. The reaction was then immediately placed into an oil bath a...